Dataset: the Open Reaction Database (ORD), a public repository of structured organic reaction records. Task: describe an organic reaction: reactants, conditions, products, and yield The reactants are CCN1C=C(C(=O)C2=C1N=C(N=C2)N3CCNCC3)C(=O)O (Pipemidic acid), ClC1=C(C=CC=C1)N=C=S (2-chlorophenylisothiocyanate). Product: ClC1=C(C=CC=C1)NC(=S)N1CCN(CC1)C=1N=CC2=C(N1)N(C=C(C2=O)C(=O)O)CC (2-(4-{[(2-chlorophenyl)amino]carbonothioyl}-1-piperazinyl)-8-ethyl-5-oxo-5,8-dihydropyrido[2,3-d]pyrimidine-6-carboxylic acid). RXN SMILES: [CH3:1][CH2:2][N:3]1[C:9]2[N:10]=[C:11]([N:14]3[CH2:19][CH2:18][NH:17][CH2:16][CH2:15]3)[N:12]=[CH:13][C:8]=2[C:6](=[O:7])[C:5]([C:20]([OH:22])=[O:21])=[CH:4]1.[Cl:23][C:24]1[CH:29]=[CH:28][CH:27]=[CH:26][C:25]=1[N:30]=[C:31]=[S:32]>>[Cl:23][C:24]1[CH:29]=[CH:28][CH:27]=[CH:26][C:25]=1[NH:30][C:31]([N:17]1[CH2:18][CH2:19][N:14]([C:11]2[N:12]=[CH:13][C:8]3[C:6](=[O:7])[C:5]([C:20]([OH:22])=[O:21])=[CH:4][N:3]([CH2:2][CH3:1])[C:9]=3[N:10]=2)[CH2:15][CH2:16]1)=[S:32]. Procedure details: Pipemidic acid (56 mg, 0.184 mmol) and 2-chlorophenylisothiocyanate (20 μL, 0.153 mmol) were used. Purification on silica yielded compound 17 in Table 1, below (72 mg, 99%). 1H NMR (300 MHz, CDCl3) δ 9.34 (s, 1H), 8.68 (s, 1H), 7.75 (d, J=8.10 Hz, 1H), 7.44 (d, J=8.00 Hz, 1H), 7.37-7.27 (m, 2H), 7.15 (t, J=7.67 Hz, 1H), 4.35 (q, J=7.15 Hz, 2H), 4.29-4.01 (m, 8H), 1.50 (t, J=7.20 Hz, 3H) ppm.